From a dataset of the Open Reaction Database (ORD), a public repository of structured organic reaction records. describe an organic reaction: reactants, conditions, products, and yield Reactants: resultant mixture, C(CC)(=O)C=1C=CC2=C(N=CS2=O)C1 (5-propionylbenzothiazolone), Cl.CNC (dimethylamine hydrochloride), C=O (formaldehyde). Solvent: aqueous solution, C(C)(=O)OC(C)=O (Acetic anhydride). Yields the product CN(CC(C(=O)C=1C=CC2=C(N=CS2=O)C1)C)C (5-(3-dimethylamino-2-methylpropionyl)benzothiazolone). Reaction SMILES: Cl.[CH3:2][NH:3][CH3:4].[CH2:5]=O.[C:7]([C:11]1[CH:12]=[CH:13][C:14]2[S:18](=[O:19])[CH:17]=[N:16][C:15]=2[CH:20]=1)(=[O:10])[CH2:8][CH3:9]>C(OC(=O)C)(=O)C>[CH3:2][N:3]([CH3:5])[CH2:4][CH:8]([CH3:9])[C:7]([C:11]1[CH:12]=[CH:13][C:14]2[S:18](=[O:19])[CH:17]=[N:16][C:15]=2[CH:20]=1)=[O:10] |f:0.1|. Reported procedure: Acetic anhydride (70 ml) was added to a solution of dimethylamine hydrochloride (12.7 g) in 37% aqueous solution (10.5 ml) of formaldehyde at 80° C. To the solution was added 5-propionylbenzothiazolone (21.5 g) and the resultant mixture was stirred at the same temperature for 2 hours. After the solvent was evaporated in vacuo, the residue was treated with a mixture of saturated aqueous solution of sodium bicarbonate and ethyl acetate. Insoluble powder was collected by filtration to give 5-(3-dim...